From a dataset of the Open Reaction Database (ORD), a public repository of structured organic reaction records. describe an organic reaction: reactants, conditions, products, and yield Starting materials: ClCCCl, CNCC(=O)OC, CN1CCOCC1, ClCCl, Cl, On1nnc2ccccc21, CC(NC(=O)OCc1ccccc1)C(=O)O. The product is COC(=O)CN(C)C(=O)C(C)NC(=O)OCc1ccccc1. Reaction SMILES: [CH2:42]([Cl:43])[CH2:44][Cl:45].[CH3:18][O:19][C:20]([CH2:21][NH:22][CH3:23])=[O:24].[CH3:35][N:36]1[CH2:37][CH2:38][O:39][CH2:40][CH2:41]1.[Cl:46][CH2:47][Cl:48].[ClH:17].[OH:25][n:26]1[c:27]2[cH:28][cH:29][cH:30][cH:31][c:32]2[n:33][n:34]1.[c:1]1([CH2:7][O:8][C:9](=[O:10])[NH:11][CH:12]([CH3:13])[C:14](=[O:15])[OH:16])[cH:2][cH:3][cH:4][cH:5][cH:6]1>>[c:1]1([CH2:7][O:8][C:9](=[O:10])[NH:11][CH:12]([CH3:13])[C:14](=[O:16])[N:22]([CH2:21][C:20]([O:19][CH3:18])=[O:24])[CH3:23])[cH:2][cH:3][cH:4][cH:5][cH:6]1.